This data is from the Open Reaction Database (ORD), a public repository of structured organic reaction records. The task is: describe an organic reaction: reactants, conditions, products, and yield Reactants: BrC1=C(C(=O)OC)C=C(C(=C1)C)Cl (methyl 2-bromo-5-chloro-4-methylbenzoate), C1COCCOCCOCCOCCOCCO1 (18-Crown-6), C(C)(C)(C)O (tert-butyl alcohol), O (water). As a reaction SMILES: [Br:1][C:2]1[CH:11]=[C:10]([CH3:12])[C:9]([Cl:13])=[CH:8][C:3]=1[C:4]([O:6][CH3:7])=[O:5].C1OCCOCCOCCOCCOCC[O:16]C1.C(O)(C)(C)C.[OH2:37]>>[Br:1][C:2]1[C:3]([C:4]([O:6][CH3:7])=[O:5])=[CH:8][C:9]([Cl:13])=[C:10]([CH:11]=1)[C:12]([OH:16])=[O:37]. The product is BrC=1C(=CC(=C(C(=O)O)C1)Cl)C(=O)OC (5-bromo-2-chloro-4-(methoxycarbonyl)benzoic acid). Procedure details: A mixture of methyl 2-bromo-5-chloro-4-methylbenzoate (39.53 g, 0.15 mol), 18-Crown-6 (3.95 g), tert-butyl alcohol (350 mL), and water (750 mL) was combined together with mechanical stirring. The reaction mixture was heated to reflux and monitored by TLC. After refluxing overnight, the reaction was cooled to 55° C. and filtered. The filter cake was washed with hot water (2×100 mL, 50° C.). The filtrate was neutralized with 18% hydrochloric acid to pH 1 and stored in a refrigerator (0˜5° C.) for ... Run at temperature 55 celsius, time 3 hour. Reactants: FC1=CC=C(C=C1)N=C=S (4-fluorophenyl isothiocyanate), C1(CCCCC1)CBr (cyclohexylmethyl bromide), C(#C)[Si](C)(C)C (ethynyltrimethylsilane), solution, C(CCC)[Li] (n-butyllithium). Run in C1CCOC1 (THF), C1CCOC1 (THF), C1CCOC1 (THF), CCCCCC (hexane). Reaction conditions: temperature 0 celsius, time 0.5 hour. The product is FC1=CC=C(C=C1)N=C(CC[Si](C)(C)C)SCC1CCCCC1 (cyclohexylmethyl N-(4-fluorophenyl)-3-(trimethylsilyl)thiopropionimidate). Isolated yield 12.7%. As a reaction SMILES: [C:1]([Si:3]([CH3:6])([CH3:5])[CH3:4])#[CH:2].C([Li])CCC.[F:12][C:13]1[CH:18]=[CH:17][C:16]([N:19]=[C:20]=[S:21])=[CH:15][CH:14]=1.[CH:22]1([CH2:28]Br)[CH2:27][CH2:26][CH2:25][CH2:24][CH2:23]1>C1COCC1.CCCCCC>[F:12][C:13]1[CH:18]=[CH:17][C:16]([N:19]=[C:20]([S:21][CH2:28][CH:22]2[CH2:27][CH2:26][CH2:25][CH2:24][CH2:23]2)[CH2:2][CH2:1][Si:3]([CH3:6])([CH3:5])[CH3:4])=[CH:15][CH:14]=1. Procedure: To a solution of ethynyltrimethylsilane (0.89 g) in THF (15 mL) was added a 1.57M solution (5.0 mL) of n-butyllithium in hexane at −78° C. under a nitrogen atmosphere, and the mixture was stirred at the same temperature for 0.5 hours. After the reaction mixture was warmed to 0° C., a 4-fluorophenyl isothiocyanate (1.30 g) in THF (5 mL) was added dropwise thereto at −78° C. Then, the reaction mixture was slowly warmed to 0° C. At the same temperature, a solution of cyclohexylmethyl bromide (1.52 ... Reactants: C(C)(C)(C)OC(=O)N1CCC(CC1)OC=1N=NC(=C(C1)C1=CC(=C(C=C1)OC1CCCCC1)C(=O)OC)CCCC (4-[6-butyl-5-(4-cyclohexyloxy-3-methoxycarbonyl-phenyl)-pyridazin-3-yloxy]-piperidine-1-carboxylic acid tert-butyl ester), Cl (HCl). The solvent is C(Cl)Cl (DCM), O1CCOCC1 (dioxane). Conditions: time 1 hour. The product is Cl.Cl.COC(C1=C(C=CC(=C1)C1=C(N=NC(=C1)OC1CCNCC1)CCCC)OC1CCCCC1)=O (5-[3-Butyl-6-(piperidin-4-yloxy)-pyridazin-4-yl]-2-cyclohexyloxy-benzoic acid methyl ester dihydrochloride). RXN SMILES: C(OC([N:8]1[CH2:13][CH2:12][CH:11]([O:14][C:15]2[N:16]=[N:17][C:18]([CH2:38][CH2:39][CH2:40][CH3:41])=[C:19]([C:21]3[CH:26]=[CH:25][C:24]([O:27][CH:28]4[CH2:33][CH2:32][CH2:31][CH2:30][CH2:29]4)=[C:23]([C:34]([O:36][CH3:37])=[O:35])[CH:22]=3)[CH:20]=2)[CH2:10][CH2:9]1)=O)(C)(C)C.[ClH:42]>C(Cl)Cl.O1CCOCC1>[ClH:42].[ClH:42].[CH3:37][O:36][C:34](=[O:35])[C:23]1[CH:22]=[C:21]([C:19]2[CH:20]=[C:15]([O:14][CH:11]3[CH2:10][CH2:9][NH:8][CH2:13][CH2:12]3)[N:16]=[N:17][C:18]=2[CH2:38][CH2:39][CH2:40][CH3:41])[CH:26]=[CH:25][C:24]=1[O:27][CH:28]1[CH2:29][CH2:30][CH2:31][CH2:32][CH2:33]1 |f:4.5.6|. Procedure: To a solution of 4-[6-butyl-5-(4-cyclohexyloxy-3-methoxycarbonyl-phenyl)-pyridazin-3-yloxy]-piperidine-1-carboxylic acid tert-butyl ester (0.754 mmol, 428 mg) in DCM (6 mL) was added 4 N HCl in dioxane (2 mL) and the reaction mixture was stirred for 1 h. The organic solvents were removed in vacuo and 5-[3-Butyl-6-(piperidin-4-yloxy)-pyridazin-4-yl]-2-cyclohexyloxy-benzoic acid methyl ester dihydrochloride was obtained as yellow solid, which was used for next reaction directly Starting materials: CC(N=[N+]=[N-])C1CN(C(=O)OC(C)(C)C)CCN1C(=O)OCc1ccccc1, ClCCl, Cl, c1ccc(P(c2ccccc2)c2ccccc2)cc1. Product: CC(N)C1CN(C(=O)OC(C)(C)C)CCN1C(=O)OCc1ccccc1. As a reaction SMILES: [CH2:1]([c:2]1[cH:3][cH:4][cH:5][cH:6][cH:7]1)[O:8][C:9](=[O:10])[N:11]1[CH:12]([CH:24]([CH3:25])[N:26]=[N+:27]=[N-:28])[CH2:13][N:14]([C:17](=[O:18])[O:19][C:20]([CH3:21])([CH3:22])[CH3:23])[CH2:15][CH2:16]1.[Cl:49][CH2:50][Cl:51].[ClH:29].[c:30]1([P:31]([c:32]2[cH:33][cH:34][cH:35][cH:36][cH:37]2)[c:38]2[cH:39][cH:40][cH:41][cH:42][cH:43]2)[cH:44][cH:45][cH:46][cH:47][cH:48]1>>[CH2:1]([c:2]1[cH:3][cH:4][cH:5][cH:6][cH:7]1)[O:8][C:9](=[O:10])[N:11]1[CH:12]([CH:24]([CH3:25])[NH2:26])[CH2:13][N:14]([C:17](=[O:18])[O:19][C:20]([CH3:21])([CH3:22])[CH3:23])[CH2:15][CH2:16]1. RXN SMILES: [S:1]1[C:5]2[CH:6]=[CH:7][C:8]([CH2:10][CH2:11][OH:12])=[CH:9][C:4]=2[CH:3]=[CH:2]1.[OH-].[K+].[C:15]([O:19][C:20]([CH3:23])([CH3:22])[CH3:21])(=[O:18])[CH:16]=[CH2:17].Cl>[Br-].C([N+](CCCC)(CCCC)CCCC)CCC.C1(C)C=CC=CC=1.O>[S:1]1[C:5]2[CH:6]=[CH:7][C:8]([CH2:10][CH2:11][O:12][CH2:17][CH2:16][C:15]([O:19][C:20]([CH3:23])([CH3:22])[CH3:21])=[O:18])=[CH:9][C:4]=2[CH:3]=[CH:2]1 |f:1.2,5.6|. Solvent: C1(=CC=CC=C1)C (toluene), O (water). Procedure: To 4.60 g of 2-(1-benzothiophen-5-yl)-1-ethanol were added 29 mg of potassium hydroxide, 83 mg of tetra-n-butylammonium bromide and 5.67 mL of tert-butyl acrylate, and the resulting mixture was stirred at 45 to 50° C. for 2 hours. After the reaction mixture was cooled, water and toluene were added thereto and the pH was adjusted to 1 with 6 mol/L hydrochloric acid, and the organic layer was separated. The organic layer was washed with water, dried over anhydrous magnesium sulfate, and then disti... Reagents/catalysts: [Br-].C(CCC)[N+](CCCC)(CCCC)CCCC (tetra-n-butylammonium bromide). Reaction conditions: temperature 47.5 celsius, time 2 hour. Yields the product S1C=CC2=C1C=CC(=C2)CCOCCC(=O)OC(C)(C)C (tert-butyl 3-[2-(1-benzothiophen-5-yl)ethoxy]propionate). The reactants are Cl (hydrochloric acid), S1C=CC2=C1C=CC(=C2)CCO (2-(1-benzothiophen-5-yl)-1-ethanol), [OH-].[K+] (potassium hydroxide), C(C=C)(=O)OC(C)(C)C (tert-butyl acrylate). Starting materials: C(=O)([O-])[O-].[K+].[K+] (K2CO3), CC1=NC(=NN1)C1=NC(=NO1)C1=CC=C(C=C1)OC(F)(F)F (5-(5-methyl-1H-1,2,4-triazol-3-yl)-3-(4-(trifluoromethoxy)phenyl)-1,2,4-oxadiazole), CC1=NC(=NN1)C1=NC(=NO1)C1=CC=C(C=C1)OC(F)(F)F (5-(5-methyl-1H-1,2,4-triazol-3-yl)-3-(4-(trifluoromethoxy)phenyl)-1,2,4-oxadiazole), BrCC=1C=C(C=CC1)O (3-(bromomethyl)phenol). The solvent is C1CCOC1 (THF). Conditions: temperature 50 celsius, time 16 hour. Yields the product CC1=NC(=NN1CC=1C=C(C=CC1)O)C1=NC(=NO1)C1=CC=C(C=C1)OC(F)(F)F (3-((5-methyl-3-(3-(4-(trifluoromethoxy)phenyl)-1,2,4-oxadiazol-5-yl)-1H-1,2,4-triazol-1-yl)methyl)phenol). RXN SMILES: C([O-])([O-])=O.[K+].[K+].[CH3:7][C:8]1[NH:12][N:11]=[C:10]([C:13]2[O:17][N:16]=[C:15]([C:18]3[CH:23]=[CH:22][C:21]([O:24][C:25]([F:28])([F:27])[F:26])=[CH:20][CH:19]=3)[N:14]=2)[N:9]=1.Br[CH2:30][C:31]1[CH:32]=[C:33]([OH:37])[CH:34]=[CH:35][CH:36]=1>C1COCC1>[CH3:7][C:8]1[N:12]([CH2:30][C:31]2[CH:32]=[C:33]([OH:37])[CH:34]=[CH:35][CH:36]=2)[N:11]=[C:10]([C:13]2[O:17][N:16]=[C:15]([C:18]3[CH:19]=[CH:20][C:21]([O:24][C:25]([F:28])([F:26])[F:27])=[CH:22][CH:23]=3)[N:14]=2)[N:9]=1 |f:0.1.2|. Procedure details: A mixture of K2CO3 (2.63 g, 19.0 mmol), 5-(5-methyl-1H-1,2,4-triazol-3-yl)-3-(4-(trifluoromethoxy)phenyl)-1,2,4-oxadiazole (Intermediate B, 3.70 g, 11.9 mmol) and 3-(bromomethyl)phenol (1.78 g, 9.52 mmol) was dissolved in THF (48 mL) and stirred at 50° C. for 16 h. The reaction mixture was filtered, the solvent was removed under reduced pressure, and the residue was purified by silica gel chromatography (0% to 80% EtOAc in Hexanes) to afford the title compound. MS (ES+) C19H14F3N5O3 requires: 41...